This data is from the Open Reaction Database (ORD), a public repository of structured organic reaction records. The task is: describe an organic reaction: reactants, conditions, products, and yield The reactants are CO, COS(=O)(=O)OC, Cc1nc2cc([N+](=O)[O-])c([N+](=O)[O-])cc2[nH]1, [Na+], [OH-]. The product is Cc1nc2cc([N+](=O)[O-])c([N+](=O)[O-])cc2n1C. RXN SMILES: [CH3:17][OH:18].[CH3:19][O:20][S:21]([O:22][CH3:23])(=[O:24])=[O:25].[CH3:1][c:2]1[nH:3][c:4]2[c:5]([n:6]1)[cH:7][c:8]([N+:14](=[O:15])[O-:16])[c:9]([N+:11](=[O:12])[O-:13])[cH:10]2.[Na+:27].[OH-:26]>>[CH3:1][c:2]1[n:3][c:4]2[c:5]([n:6]1[CH3:19])[cH:7][c:8]([N+:14](=[O:15])[O-:16])[c:9]([N+:11](=[O:12])[O-:13])[cH:10]2. Reactants: Cc1ccccc1, COc1cc(Cl)cc(CO)c1Cl, BrP(Br)Br. Yields the product COc1cc(Cl)cc(CBr)c1Cl. RXN SMILES: [CH3:17][c:18]1[cH:19][cH:20][cH:21][cH:22][cH:23]1.[Cl:1][c:2]1[c:3]([CH2:11][OH:12])[cH:4][c:5]([Cl:10])[cH:6][c:7]1[O:8][CH3:9].[P:13]([Br:14])([Br:15])[Br:16]>>[Cl:1][c:2]1[c:3]([CH2:11][Br:14])[cH:4][c:5]([Cl:10])[cH:6][c:7]1[O:8][CH3:9]. The reactants are O1C(CCCC1)ON=C1SC2C=CC1CC2 (2-Thiabicyclo[2.2.2]oct-5-en-3-one O-(2-tetrahydropyranyl)oxime), C[N+]1(CCOCC1)[O-] (N-methylmorpholine N-oxide), CC(=O)C (acetone). The reagents and catalysts are [Os](=O)(=O)(=O)=O (osmium tetroxide). The solvent is C(C)(C)(C)O (t-butanol). Reaction conditions: time 4 hour. Yields the product O1C(CCCC1)ON=C1SC2C(C(C1CC2)O)O (5,6-Dihydroxy-2-thiabicyclo[2.2.2]octan-3-one O-(2-tetrahydropyranyl)oxime). As a reaction SMILES: [O:1]1[CH2:6][CH2:5][CH2:4][CH2:3][CH:2]1[O:7][N:8]=[C:9]1C2CC[CH:11]([CH:12]=[CH:13]2)[S:10]1.C[N+]1([O-])CC[O:21]CC1.[CH3:25][C:26]([CH3:28])=[O:27]>C(O)(C)(C)C.[Os](=O)(=O)(=O)=O>[O:1]1[CH2:6][CH2:5][CH2:4][CH2:3][CH:2]1[O:7][N:8]=[C:9]1[CH:28]2[CH2:13][CH2:12][CH:11]([CH:25]([OH:21])[CH:26]2[OH:27])[S:10]1. Procedure details: A mixture of 8 g (0.033 m) of the product of Example 8, 5.3 g (0.039 m) of N-methylmorpholine N-oxide, 4 ml of 2.5% osmium tetroxide in t-butanol, and 20 ml of acetone was stirred for four hours then extracted with ethylacetate. The organic solution was washed with brine, dried, and stripped to give 12 g of crude product which was purified by dry column chromatrography (silica gel, ethylacetate:hexane::1:1) to yield 5.8 g of the title compound as a white solid, M. 124°-6° C. The reactants are O=C([O-])O, ClCCl, [Na+], Cc1c(CO)nc2c(NC(=O)C(C)(C)C)cccn12, O=S(Cl)Cl. Product: Cc1c(CCl)nc2c(NC(=O)C(C)(C)C)cccn12. RXN SMILES: [C:24](=[O:25])([OH:26])[O-:27].[Cl:29][CH2:30][Cl:31].[Na+:28].[OH:1][CH2:2][c:3]1[n:4][c:5]2[n:6]([cH:7][cH:8][cH:9][c:10]2[NH:11][C:12]([C:13]([CH3:14])([CH3:15])[CH3:16])=[O:17])[c:18]1[CH3:19].[S:20]([Cl:21])([Cl:22])=[O:23]>>[CH2:2]([c:3]1[n:4][c:5]2[n:6]([cH:7][cH:8][cH:9][c:10]2[NH:11][C:12]([C:13]([CH3:14])([CH3:15])[CH3:16])=[O:17])[c:18]1[CH3:19])[Cl:22]. The reactants are Nc1cncc(Br)c1, CC(C)(C)C(=O)Cl, [Na+], O=C([O-])O, c1ccncc1. The product is CC(C)(C)C(=O)Nc1cncc(Br)c1. As a reaction SMILES: [Br:1][c:2]1[cH:3][c:4]([NH2:8])[cH:5][n:6][cH:7]1.[C:9]([C:10]([CH3:11])([CH3:12])[CH3:13])(=[O:14])[Cl:15].[Na+:20].[O-:16][C:17]([OH:18])=[O:19].[cH:21]1[cH:22][cH:23][n:24][cH:25][cH:26]1>>[Br:1][c:2]1[cH:3][c:4]([NH:8][C:9]([C:10]([CH3:11])([CH3:12])[CH3:13])=[O:14])[cH:5][n:6][cH:7]1. Reactants: CI, CCOC(C)=O, CC1(C)CNc2cc(Nc3ncnc4c3CN(c3ncccc3Cl)CC4)ccc21, Cl, [K+], [K+], O=C([O-])[O-], CN(C)C=O. Yields the product CN1CC(C)(C)c2ccc(Nc3ncnc4c3CN(c3ncccc3Cl)CC4)cc21. As a reaction SMILES: [CH3:42][I:43].[CH3:44][CH2:45][O:46][C:47]([CH3:48])=[O:49].[Cl:1][c:2]1[c:3]([N:8]2[CH2:9][c:10]3[c:11]([n:12][cH:13][n:14][c:15]3[NH:16][c:17]3[cH:18][cH:19][c:20]4[c:24]([cH:25]3)[NH:23][CH2:22][C:21]4([CH3:26])[CH3:27])[CH2:28][CH2:29]2)[n:4][cH:5][cH:6][cH:7]1.[ClH:30].[K+:36].[K+:37].[O-:38][C:39]([O-:40])=[O:41].[O:31]=[CH:32][N:33]([CH3:34])[CH3:35]>>[Cl:1][c:2]1[c:3]([N:8]2[CH2:9][c:10]3[c:11]([n:12][cH:13][n:14][c:15]3[NH:16][c:17]3[cH:18][cH:19][c:20]4[c:24]([cH:25]3)[N:23]([CH3:32])[CH2:22][C:21]4([CH3:26])[CH3:27])[CH2:28][CH2:29]2)[n:4][cH:5][cH:6][cH:7]1.